describe an organic reaction: reactants, conditions, products, and yield From a dataset of the Open Reaction Database (ORD), a public repository of structured organic reaction records. The reactants are ClCC(N)=NO (chloroacetamide oxime), Cl.C1(=CC=CC=C1)N=CC(=O)OCC (ethyl phenyliminoacetate hydrochloride), C(C)O (ethanol). The product is ClCC1=NOC(=N1)CC1=CC=CC=C1 (3-chloromethyl-5-benzyl-1,2,4-oxadiazole). As a reaction SMILES: [Cl:1][CH2:2][C:3](=[N:5][OH:6])[NH2:4].Cl.[C:8]1(N=CC(OCC)=O)[CH:13]=[CH:12][CH:11]=[CH:10][CH:9]=1.[CH2:21](O)[CH3:22]>>[Cl:1][CH2:2][C:3]1[N:4]=[C:21]([CH2:22][C:8]2[CH:9]=[CH:10][CH:11]=[CH:12][CH:13]=2)[O:6][N:5]=1 |f:1.2|. Procedure details: A mixture of chloroacetamide oxime, 11.0 g. (0.10 mole), and ethyl phenyliminoacetate hydrochloride, 22 g. (0.11 mole), in 80 ml. of absolute ethanol is refluxed for one hour. After cooling, the ammonium chloride which precipitates is filtered off and the alcohol is removed in vacuo. Upon steam distillation of the residue, 7.0 gm. of 3-chloromethyl-5-benzyl-1,2,4-oxadiazole is obtained, n20 1.5386. Product: NC(=O)c1cc(-c2ccc(S(=O)(=O)N3CCC3)s2)cc2c(C3CCS(=O)(=O)CC3)c[nH]c12. As a reaction SMILES: [Br:30][c:31]1[cH:32][cH:33][c:34]([S:36](=[O:37])(=[O:38])[N:39]2[CH2:40][CH2:41][CH2:42]2)[s:35]1.[CH2:49]1[O:50][CH2:51][CH2:52][O:53][CH2:54]1.[K+:43].[K+:44].[O-:45][C:46]([O-:47])=[O:48].[O:1]=[S:2]1(=[O:29])[CH2:3][CH2:4][CH:5]([c:8]2[cH:9][nH:10][c:11]3[c:12]([C:26](=[O:27])[NH2:28])[cH:13][c:14]([B:17]4[O:18][C:19]([CH3:20])([CH3:21])[C:22]([CH3:23])([CH3:24])[O:25]4)[cH:15][c:16]23)[CH2:6][CH2:7]1.[OH2:55]>>[O:1]=[S:2]1(=[O:29])[CH2:3][CH2:4][CH:5]([c:8]2[cH:9][nH:10][c:11]3[c:12]([C:26](=[O:27])[NH2:28])[cH:13][c:14](-[c:31]4[cH:32][cH:33][c:34]([S:36](=[O:37])(=[O:38])[N:39]5[CH2:40][CH2:41][CH2:42]5)[s:35]4)[cH:15][c:16]23)[CH2:6][CH2:7]1. Starting materials: O=S(=O)(c1ccc(Br)s1)N1CCC1, C1COCCO1, [K+], [K+], O=C([O-])[O-], CC1(C)OB(c2cc(C(N)=O)c3[nH]cc(C4CCS(=O)(=O)CC4)c3c2)OC1(C)C, O. Starting materials: [Al+3], CCOC(=O)CCCc1sc(-n2ccnc2C)nc1-c1ccc(Cl)cc1, [H-], [H-], [H-], [H-], [Li+], C1CCOC1, O. The product is Cc1nccn1-c1nc(-c2ccc(Cl)cc2)c(CCCCO)s1. RXN SMILES: [Al+3:28].[Cl:1][c:2]1[cH:3][cH:4][c:5](-[c:8]2[n:9][c:10](-[n:21]3[c:22]([CH3:26])[n:23][cH:24][cH:25]3)[s:11][c:12]2[CH2:13][CH2:14][CH2:15][C:16](=[O:17])[O:18][CH2:19][CH3:20])[cH:6][cH:7]1.[H-:27].[H-:30].[H-:31].[H-:32].[Li+:29].[O:34]1[CH2:35][CH2:36][CH2:37][CH2:38]1.[OH2:33]>>[Cl:1][c:2]1[cH:3][cH:4][c:5](-[c:8]2[n:9][c:10](-[n:21]3[c:22]([CH3:26])[n:23][cH:24][cH:25]3)[s:11][c:12]2[CH2:13][CH2:14][CH2:15][CH2:16][OH:17])[cH:6][cH:7]1. The reactants are COC1=C(OC(C2=CC=C(C=C2)Cl)C2CNCCO2)C=CC=C1 (2-[α-(2-methoxy-phenoxy)-4-chloro-benzyl]-morpholine), C(Cl)(Cl)Cl (CHCl3), O (water), O (water), [H-].[H-].[H-].[H-].[Li+].[Al+3] (LiAlH4). Run in [OH-].[Na+] (NaOH), [OH-].[Na+] (NaOH), C(C)OCC (diethyl ether), C(C)OCC (diethyl ether). Conditions: temperature 0 celsius. Product: CN1CC(OCC1)C(C1=CC=C(C=C1)Cl)OC1=C(C=CC=C1)OC (4-methyl-2-[α-(2-methoxy-phenoxy)-4-chloro-benzyl]-morpholine). Yield: 82.0%. Reaction SMILES: [CH3:1][O:2][C:3]1[CH:23]=[CH:22][CH:21]=[CH:20][C:4]=1[O:5][CH:6]([CH:14]1[O:19][CH2:18][CH2:17][NH:16][CH2:15]1)[C:7]1[CH:12]=[CH:11][C:10]([Cl:13])=[CH:9][CH:8]=1.[H-].[H-].[H-].[H-].[Li+].[Al+3].O.[CH:31](Cl)(Cl)Cl>[OH-].[Na+].C(OCC)C>[CH3:31][N:16]1[CH2:17][CH2:18][O:19][CH:14]([CH:6]([O:5][C:4]2[CH:20]=[CH:21][CH:22]=[CH:23][C:3]=2[O:2][CH3:1])[C:7]2[CH:8]=[CH:9][C:10]([Cl:13])=[CH:11][CH:12]=2)[CH2:15]1 |f:1.2.3.4.5.6,9.10|. Procedure details: To a solution of 2-[α-(2-methoxy-phenoxy)-4-chloro-benzyl]-morpholine (7.35 g) in CHCl3 (50 ml), 2 N NaOH (18.2 ml) was added; the mixture was cooled to 0° C. and ethyl chloroformiate (3.5 ml) was dropped over 30 minutes. Stirring and cooling at 0° C. was maintained for 1 hour; the organic phase was separated, washed with water and dried over anhydrous CaCl2. The evaporation to dryness of the solvent gave a colourless oil which was dissolved in diethyl ether (100 ml) and added, at room temperatu... The reactants are ice ethyl acetate, COCN1C2=C(SC3=C1C=C(C=C3)C/C=C/C(=O)OCC)N=CC=N2 (ethyl(E)-3-[10-(methoxymethyl)-10H-pyrazino-[2,3-b][1,4]benzothiazin-8-ylmethyl]propenoate), solution, [H-] (hydride). Solvent: ClCCl (dichloromethane), C1(=CC=CC=C1)C (toluene). Yields the product COCN1C2=C(SC3=C1C=C(C=C3)CC=CCO)N=CC=N2 (3-[10-(methoxymethyl)-10H-pyrazino-[2,3-b][1,4]benzothiazin-8-ylmethyl]-2-propen-1-ol). Isolated yield 54.7%. As a reaction SMILES: [CH3:1][O:2][CH2:3][N:4]1[C:9]2[CH:10]=[C:11]([CH2:14]/[CH:15]=[CH:16]/[C:17](OCC)=[O:18])[CH:12]=[CH:13][C:8]=2[S:7][C:6]2[N:22]=[CH:23][CH:24]=[N:25][C:5]1=2.[H-]>ClCCl.C1(C)C=CC=CC=1>[CH3:1][O:2][CH2:3][N:4]1[C:9]2[CH:10]=[C:11]([CH2:14][CH:15]=[CH:16][CH2:17][OH:18])[CH:12]=[CH:13][C:8]=2[S:7][C:6]2[N:22]=[CH:23][CH:24]=[N:25][C:5]1=2. Reported procedure: 2.9 g of ethyl(E)-3-[10-(methoxymethyl)-10H-pyrazino-[2,3-b][1,4]benzothiazin-8-ylmethyl]propenoate was dissolved in 20 ml of dry dichloromethane in a nitrogen atmosphere and ice-cooled. The reaction mixture was stirred and 5.8 ml of a 1.5 M solution of isobutylalminum hydride in toluene was dropped thereinto. After stirring for 2 hours, the reaction mixture was poured into ice-ethyl acetate and stirred for 30 minutes. The insoluble matters were removed by filtering the reaction mixture thorough... Starting materials: C(C1=CC=CC=C1)OC1=NC(=CC(=C1CN1C(C2=C(C(=CC=C2CC1)C(=O)N(C)C)C)=O)C)C (2-{[2-(benzyloxy)-4,6-dimethylpyridin-3-yl]methyl}-N,N,8-trimethyl-1-oxo-1,2,3,4-tetrahydroisoquinoline-7-carboxamide). Reagents/catalysts: [Pd] (Pd/C). The solvent is CO (MeOH). Product: CC1=C(C(NC(=C1)C)=O)CN1C(C2=C(C(=CC=C2CC1)C(=O)N(C)C)C)=O (2-[(4,6-dimethyl-2-oxo-1,2-dihydropyridin-3-yl)methyl]-N,N,8-trimethyl-1-oxo-1,2,3,4-tetrahydroisoquinoline-7-carboxamide). Isolated yield 49.8%. Reaction SMILES: C([O:8][C:9]1[C:14]([CH2:15][N:16]2[CH2:25][CH2:24][C:23]3[C:18](=[C:19]([CH3:31])[C:20]([C:26]([N:28]([CH3:30])[CH3:29])=[O:27])=[CH:21][CH:22]=3)[C:17]2=[O:32])=[C:13]([CH3:33])[CH:12]=[C:11]([CH3:34])[N:10]=1)C1C=CC=CC=1>CO.[Pd]>[CH3:33][C:13]1[CH:12]=[C:11]([CH3:34])[NH:10][C:9](=[O:8])[C:14]=1[CH2:15][N:16]1[CH2:25][CH2:24][C:23]2[C:18](=[C:19]([CH3:31])[C:20]([C:26]([N:28]([CH3:29])[CH3:30])=[O:27])=[CH:21][CH:22]=2)[C:17]1=[O:32]. Reported procedure: A mixture of 2-{[2-(benzyloxy)-4,6-dimethylpyridin-3-yl]methyl}-N,N,8-trimethyl-1-oxo-1,2,3,4-tetrahydroisoquinoline-7-carboxamide (76f, 80 mg, 0.175 mmol) and 10% Pd/C (10 mg) in MeOH (10 mL) was hydrogenated under H2 balloon at room temperature for 20 hours. The mixture was filtered and the solids were washed with MeOH (2×10 mL). The filtrate was concentrated under vacuum and the residue was purified by column chromatography (EtOAc/MeOH=5:1) to give the title compound (Example 76, 32 mg, 49.7%... Starting materials: CN(C)C=O, OCc1cc(-c2ccc(F)cc2)nn1CCCl, [H-], [Na+], O. The product is Fc1ccc(-c2cc3n(n2)CCOC3)cc1. Reaction SMILES: [CH3:21][N:22]([CH3:23])[CH:24]=[O:25].[Cl:1][CH2:2][CH2:3][n:4]1[n:5][c:6](-[c:11]2[cH:12][cH:13][c:14]([F:17])[cH:15][cH:16]2)[cH:7][c:8]1[CH2:9][OH:10].[H-:18].[Na+:19].[OH2:20]>>[CH2:2]1[CH2:3][n:4]2[n:5][c:6](-[c:11]3[cH:12][cH:13][c:14]([F:17])[cH:15][cH:16]3)[cH:7][c:8]2[CH2:9][O:10]1. The reactants are COC(=O)C(CC(F)(F)Cc1ccccc1)NC(=O)OCc1ccccc1, CO, Cl, C1COCCO1. Yields the product COC(=O)C(N)CC(F)(F)Cc1ccccc1, Cl. Reaction SMILES: [CH3:1][O:2][C:3]([CH:4]([CH2:5][C:6]([CH2:7][c:8]1[cH:9][cH:10][cH:11][cH:12][cH:13]1)([F:14])[F:15])[NH:16][C:17]([O:18][CH2:19][c:20]1[cH:21][cH:22][cH:23][cH:24][cH:25]1)=[O:26])=[O:27].[CH3:35][OH:36].[ClH:34].[O:28]1[CH2:29][CH2:30][O:31][CH2:32][CH2:33]1>>[CH3:1][O:2][C:3]([CH:4]([CH2:5][C:6]([CH2:7][c:8]1[cH:9][cH:10][cH:11][cH:12][cH:13]1)([F:14])[F:15])[NH2:16])=[O:27].[ClH:34]. The reactants are C(C)(C)(C)OC(NCC1CN(C(O1)=O)C1=CC=C(C=C1)N1CCC(C=C1)=O)=O ({3-[4-(4-oxo-3,4-dihydro-2H-pyridin-1-yl)-phenyl]-2-oxo-oxazolidin-5-ylmethyl}-carbamic acid tert-butyl ester), C(CC)(=O)OC(CC)=O (propionic anhydride). Reaction SMILES: C([O:5][C:6](=O)[NH:7][CH2:8][CH:9]1[O:13][C:12](=[O:14])[N:11]([C:15]2[CH:20]=[CH:19][C:18]([N:21]3[CH:26]=[CH:25][C:24](=[O:27])[CH2:23][CH2:22]3)=[CH:17][CH:16]=2)[CH2:10]1)(C)(C)C.[C:29](OC(=O)CC)(=O)[CH2:30]C>>[O:14]=[C:12]1[N:11]([C:15]2[CH:20]=[CH:19][C:18]([N:21]3[CH:26]=[CH:25][C:24](=[O:27])[CH2:23][CH2:22]3)=[CH:17][CH:16]=2)[CH2:10][CH:9]([CH2:8][NH:7][C:6](=[O:5])[CH2:29][CH3:30])[O:13]1. The product is O=C1OC(CN1C1=CC=C(C=C1)N1CCC(C=C1)=O)CNC(CC)=O (N-{2-oxo-3-[4-(4-oxo-3,4-dihydro-2H-pyridin-1-yl)-phenyl]-oxazolidin-5-ylmethyl}-propionamide). Procedure: The compound is prepared from {3-[4-(4-oxo-3,4-dihydro-2H-pyridin-1-yl)-phenyl]-2-oxo-oxazolidin-5-ylmethyl}-carbamic acid tert-butyl ester (232 mg, 0.60 mmol) and propionic anhydride (120 mg, 0.96 mmol) following the method described for Example 5. The crude product is purified by silica gel column chromatography (2% to 5% MeOH in EtOAc) to give the title compound as solid. MS (m/z): 344 [M+1]+. 1H NMR (300 MHz, DMSO-d6) δ8.16 (br. t, 1H), 7.72 (d, J=8.0 Hz, 1H), 7.52 (d, J=7.1 Hz, 2H), 7.27 (d... The reactants are CN1CCCC1=O, CCOC(=O)C1CCOc2c1cc(Cl)c(O)c2Cl, CC(C)(C)OC(=O)c1ccc(F)c([N+](=O)[O-])c1, [K+], [K+], O=C([O-])[O-]. The product is CCOC(=O)C1CCOc2c1cc(Cl)c(Oc1ccc(C(=O)OC(C)(C)C)cc1[N+](=O)[O-])c2Cl. As a reaction SMILES: [CH3:42][N:43]1[CH2:44][CH2:45][CH2:46][C:47]1=[O:48].[Cl:1][c:2]1[cH:3][c:4]2[c:9]([c:10]([Cl:13])[c:11]1[OH:12])[O:8][CH2:7][CH2:6][CH:5]2[C:14](=[O:15])[O:16][CH2:17][CH3:18].[F:19][c:20]1[c:21]([N+:33](=[O:34])[O-:35])[cH:22][c:23]([C:24](=[O:25])[O:26][C:27]([CH3:28])([CH3:29])[CH3:30])[cH:31][cH:32]1.[K+:36].[K+:37].[O-:38][C:39]([O-:40])=[O:41]>>[Cl:1][c:2]1[cH:3][c:4]2[c:9]([c:10]([Cl:13])[c:11]1[O:12][c:20]1[c:21]([N+:33](=[O:34])[O-:35])[cH:22][c:23]([C:24](=[O:25])[O:26][C:27]([CH3:28])([CH3:29])[CH3:30])[cH:31][cH:32]1)[O:8][CH2:7][CH2:6][CH:5]2[C:14](=[O:15])[O:16][CH2:17][CH3:18].